Dataset: the Open Reaction Database (ORD), a public repository of structured organic reaction records. Task: describe an organic reaction: reactants, conditions, products, and yield Starting materials: [Si](C)(C)(C(C)(C)C)Cl (t-butyldimethylsilyl chloride), ice, BrC=1C=CC=C2CCC(C(C12)CCCO)O (8-bromo-1,2,3,4-tetrahydro-1-(3-hydroxypropyl)-2-hydroxynaphthalene), N1C=NC=C1 (imidazole). The solvent is CN(C=O)C (dimethylformamide), O (water). The product is BrC=1C=CC=C2CCC(C(C12)CCCO[Si](C)(C)C(C)(C)C)O (8-bromo-1,2,3,4-tetrahydro-1-[3-(t-butyldimethylsilyloxy)propyl]-2-hydroxynaphthalene). Isolated yield 107.1%. Reaction SMILES: [Br:1][C:2]1[CH:3]=[CH:4][CH:5]=[C:6]2[C:11]=1[CH:10]([CH2:12][CH2:13][CH2:14][OH:15])[CH:9]([OH:16])[CH2:8][CH2:7]2.N1C=CN=C1.[Si:22](Cl)([C:25]([CH3:28])([CH3:27])[CH3:26])([CH3:24])[CH3:23]>CN(C)C=O.O>[Br:1][C:2]1[CH:3]=[CH:4][CH:5]=[C:6]2[C:11]=1[CH:10]([CH2:12][CH2:13][CH2:14][O:15][Si:22]([C:25]([CH3:28])([CH3:27])[CH3:26])([CH3:24])[CH3:23])[CH:9]([OH:16])[CH2:8][CH2:7]2. Procedure details: A solution of 8-bromo-1,2,3,4-tetrahydro-1-(3-hydroxypropyl)-2-hydroxynaphthalene (B-3, 29.15 g, 0.10 mol) and imidazole (17.02 g, 0.25 mol) in dimethylformamide (70 mls) was cooled in ice, and t-butyldimethylsilyl chloride (17.3 g, 0.115 mol) was added with stirring. The mixture was allowed to warm to room temperature slowly. After stirring for a total of 18 hours, crushed ice (30 mls) was added, and the mixture was stirred at ambient temperature for 0.5 hour. The mixture was diluted with water... Reactants: O=[N+]([O-])c1ccc(F)cc1F, Nc1ccc(CCO)cc1. Product: O=[N+]([O-])c1ccc(F)cc1Nc1ccc(CCO)cc1. As a reaction SMILES: [F:1][c:2]1[c:3]([N+:9](=[O:10])[O-:11])[cH:4][cH:5][c:6]([F:8])[cH:7]1.[NH2:12][c:13]1[cH:14][cH:15][c:16]([CH2:19][CH2:20][OH:21])[cH:17][cH:18]1>>[c:2]1([NH:12][c:13]2[cH:14][cH:15][c:16]([CH2:19][CH2:20][OH:21])[cH:17][cH:18]2)[c:3]([N+:9](=[O:10])[O-:11])[cH:4][cH:5][c:6]([F:8])[cH:7]1. Reactants: O (water), NC=1C=C(C(=O)N2CCOCC2)C=CC1CCCCCC (3-amino-4-hexylbenzoic acid morpholide), complex, COC(=O)C1=CC=C(C=O)C=C1 (4-methoxycarbonylbenzaldehyde). Solvent: C(C)(=O)O (acetic acid). Conditions: time 4 hour. The product is C(CCCCC)C1=C(C=C(C(=O)N2CCOCC2)C=C1)NCC1=CC=C(C=C1)C(=O)OC (4-hexyl-3-[(4-methoxycarbonylphenyl)methyl]aminobenzoic acid morpholide). RXN SMILES: [NH2:1][C:2]1[CH:3]=[C:4]([CH:13]=[CH:14][C:15]=1[CH2:16][CH2:17][CH2:18][CH2:19][CH2:20][CH3:21])[C:5]([N:7]1[CH2:12][CH2:11][O:10][CH2:9][CH2:8]1)=[O:6].[CH3:22][O:23][C:24]([C:26]1[CH:33]=[CH:32][C:29]([CH:30]=O)=[CH:28][CH:27]=1)=[O:25].O>C(O)(=O)C>[CH2:16]([C:15]1[CH:14]=[CH:13][C:4]([C:5]([N:7]2[CH2:8][CH2:9][O:10][CH2:11][CH2:12]2)=[O:6])=[CH:3][C:2]=1[NH:1][CH2:30][C:29]1[CH:28]=[CH:27][C:26]([C:24]([O:23][CH3:22])=[O:25])=[CH:33][CH:32]=1)[CH2:17][CH2:18][CH2:19][CH2:20][CH3:21]. Procedure details: The compound ([5]-(55)-75) (600 mg) prepared in Example 63 was dissolved in acetic acid (6.0 ml). Then, 4-methoxycarbonylbenzaldehyde (373 mg) was added. The mixture was stirred at room temperature for 4 hours. Then, boranediethylamine complex (146 mg) was added to the solution. The mixture was stirred at room temperature for 30 minutes. After the reaction was completed, water was added to the solution. The solution was extracted with ethyl acetate, washed with distilled water, and dried over an...